This data is from the Open Reaction Database (ORD), a public repository of structured organic reaction records. The task is: describe an organic reaction: reactants, conditions, products, and yield The reactants are NC1=C2C=CC=C(C2=CC=C1)S(=O)(=O)NC1=C(C(=NO1)C)C (5-Amino-N-(3,4-dimethyl-5-isoxazolyl)-1-naphthalenesulfonamide), CC(=O)C (acetone), C(#N)[BH3-].[Na+] (Sodium cyanoborohydride), C(C)(=O)O (acetic acid). Run in CO (methanol). Run at time 45 minute. Product: CC(C)NC1=C2C=CC=C(C2=CC=C1)S(=O)(=O)NC1=C(C(=NO1)C)C (5-[(1-Methylethyl)amino]-N-(3,4-dimethyl-5-isoxazolyl)-1-naphthalenesulfonamide). Yield: 123.5%. RXN SMILES: [NH2:1][C:2]1[CH:11]=[CH:10][CH:9]=[C:8]2[C:3]=1[CH:4]=[CH:5][CH:6]=[C:7]2[S:12]([NH:15][C:16]1[O:20][N:19]=[C:18]([CH3:21])[C:17]=1[CH3:22])(=[O:14])=[O:13].[CH3:23][C:24]([CH3:26])=O.C([BH3-])#N.[Na+].C(O)(=O)C>CO>[CH3:23][CH:24]([NH:1][C:2]1[CH:11]=[CH:10][CH:9]=[C:8]2[C:3]=1[CH:4]=[CH:5][CH:6]=[C:7]2[S:12]([NH:15][C:16]1[O:20][N:19]=[C:18]([CH3:21])[C:17]=1[CH3:22])(=[O:14])=[O:13])[CH3:26] |f:2.3|. Procedure details: To a solution of Example 3 (0.150 g, 0.473 mmol) in 10 mL of methanol, was added acetone (0.035 g, 0.473 mmol). The resulting clear yellow solution was stirred for 45 minutes. Sodium cyanoborohydride (0.058 g, 0.95 mmol) and acetic acid (0.172 g, 2.85 mmol) were added and the mixture was stirred overnight at room temperature. The reaction mixture was concentrated in vacuo, taken up in 20 mL of water and extracted with ethyl acetate (3×30 mL). The combined organic layers were washed with brine (1... Reactants: CCO, COc1cc(CN2C(=O)c3ccccc3C2=O)ccc1Cl, NN, O. The product is COc1cc(CN)ccc1Cl. Reaction SMILES: [CH3:25][CH2:26][OH:27].[Cl:1][c:2]1[c:3]([O:20][CH3:21])[cH:4][c:5]([CH2:6][N:7]2[C:8](=[O:9])[c:10]3[cH:11][cH:12][cH:13][cH:14][c:15]3[C:16]2=[O:17])[cH:18][cH:19]1.[NH2:23][NH2:24].[OH2:22]>>[Cl:1][c:2]1[c:3]([O:20][CH3:21])[cH:4][c:5]([CH2:6][NH2:7])[cH:18][cH:19]1. Reactants: C(C)OC(C(C(C(OCC)OCC)C1=CC(=C(C=C1)OC)OCCCC)C(=O)OCC)=O (3-(3-butoxy-4-methoxyphenyl)-4,4-diethoxy-2-ethoxycarbonylbutyric acid ethyl ester), C(C)OC(C(C(C(OCC)OCC)C1=CC(=C(C=C1)OC)OC)C(=O)OCC)=O (3-(3,4-dimethoxyphenyl)-4,4-diethoxy-2-ethoxycarbonylbutyric acid ethyl ester). Product: C(CCC)OC=1C=C(C=CC1OC)C(CC(=O)O)C(OCC)OCC (3-(3-butoxy-4-methoxyphenyl)-4,4-diethoxybutyric acid). Yield: 47.5%. Reaction SMILES: C([O:3][C:4](=[O:32])[CH:5](C(OCC)=O)[CH:6]([C:14]1[CH:19]=[CH:18][C:17]([O:20][CH3:21])=[C:16]([O:22][CH2:23][CH2:24][CH2:25][CH3:26])[CH:15]=1)[CH:7]([O:11][CH2:12][CH3:13])[O:8][CH2:9][CH3:10])C.C(OC(=O)C(C(OCC)=O)C(C1C=CC(OC)=C(OC)C=1)C(OCC)OCC)C>>[CH2:23]([O:22][C:16]1[CH:15]=[C:14]([CH:6]([CH:7]([O:8][CH2:9][CH3:10])[O:11][CH2:12][CH3:13])[CH2:5][C:4]([OH:32])=[O:3])[CH:19]=[CH:18][C:17]=1[O:20][CH3:21])[CH2:24][CH2:25][CH3:26]. Procedure: Using the same procedure as in Example 1(3), 3-(3-butoxy-4-methoxyphenyl)-4,4-diethoxy-2-ethoxycarbonylbutyric acid ethyl ester, instead of 3-(3,4-dimethoxyphenyl)-4,4-diethoxy-2-ethoxycarbonylbutyric acid ethyl ester, was used to obtain a yellow solid of the above-described compound via 3-(3-butoxy-4-methoxyphenyl)-4,4-diethoxybutyric acid (yield 47.5%). Run in CS(=O)C (DMSO). The reagents and catalysts are Cl[Pd]([P](C1=CC=CC=C1)(C2=CC=CC=C2)C3=CC=CC=C3)([P](C4=CC=CC=C4)(C5=CC=CC=C5)C6=CC=CC=C6)Cl (bis(triphenylphosphine)palladium(II) chloride). RXN SMILES: [Cl:1][C:2]1[CH:7]=[CH:6][CH:5]=[C:4]([F:8])[C:3]=1[C:9]1[NH:10][C:11](=[O:22])[N:12]([C:14]2[CH:19]=[CH:18][C:17]([C:20]#[CH:21])=[CH:16][CH:15]=2)[N:13]=1.[F:23][C:24]1[CH:29]=[CH:28][C:27](I)=[CH:26][N:25]=1.CCCC[N+](CCCC)(CCCC)CCCC.[F-]>Cl[Pd](Cl)([P](C1C=CC=CC=1)(C1C=CC=CC=1)C1C=CC=CC=1)[P](C1C=CC=CC=1)(C1C=CC=CC=1)C1C=CC=CC=1.CS(C)=O>[Cl:1][C:2]1[CH:7]=[CH:6][CH:5]=[C:4]([F:8])[C:3]=1[C:9]1[NH:10][C:11](=[O:22])[N:12]([C:14]2[CH:19]=[CH:18][C:17]([C:20]#[C:21][C:27]3[CH:26]=[N:25][C:24]([F:23])=[CH:29][CH:28]=3)=[CH:16][CH:15]=2)[N:13]=1 |f:2.3,^1:51,70|. Procedure details: The title compound was prepared according to the procedure described in Example-3 using 5-(2-chloro-6-fluorophenyl)-2-(4-ethynylphenyl)-2,4-dihydro-3H-1,2,4-triazol-3-one (Intermediate-2, 0.100 g, 0.319 mmol), 2-fluoro-5-iodopyridine (0.106 g, 0.479 mmol), TBAF (0.201 g, 0.638 mmol), bis(triphenylphosphine)palladium(II) chloride (0.020 g, 0.028 mmol) and DMSO (3.0 mL). The obtained product was purified with column chromatography on silica gel eluting with 2.0% MeOH:DCM to afford 0.030 g of the d... Starting materials: ClC1=C(C(=CC=C1)F)C=1NC(N(N1)C1=CC=C(C=C1)C#C)=O (5-(2-chloro-6-fluorophenyl)-2-(4-ethynylphenyl)-2,4-dihydro-3H-1,2,4-triazol-3-one), FC1=NC=C(C=C1)I (2-fluoro-5-iodopyridine), CCCC[N+](CCCC)(CCCC)CCCC.[F-] (TBAF). Isolated yield 23.0%. The product is ClC1=C(C(=CC=C1)F)C=1NC(N(N1)C1=CC=C(C=C1)C#CC=1C=NC(=CC1)F)=O (5-(2-Chloro-6-fluorophenyl)-2-{4-[(6-fluoropyridin-3-yl)ethynyl]phenyl}-2,4-dihydro-3H-1,2,4-triazol-3-one).